From a dataset of the Open Reaction Database (ORD), a public repository of structured organic reaction records. describe an organic reaction: reactants, conditions, products, and yield Starting materials: C(C)(=O)Cl (acetyl chloride), C(C1=CC=CC=C1)(=O)N1CC(OCC1)(C1=CC(=C(C=C1)F)F)CCN1CCC(CC1)(C1=CC=CC=C1)NC(OC(C)(C)C)=O (tert-Butyl (+)-(1-{2-[4-Benzoyl-2-(3,4-difluorophenyl)morpholin-2-yl]ethyl}-4-phenylpiperid-4-yl)carbamate). The solvent is CO (methanol). Reaction conditions: time 8 hour. The product is Cl.Cl.NC1(CCN(CC1)CCC1(CN(CCO1)C(=O)C1=CC=CC=C1)C1=CC(=C(C=C1)F)F)C1=CC=CC=C1 ((+)-[2-[2-(4-Amino-4-phenylpiperid-1-yl)ethyl]-2-(3,4-difluorophenyl)morpholin-4-yl]phenylmethanone dihydrochloride). Yield: 91.0%. Reaction SMILES: C([Cl:4])(=O)C.[C:5]([N:13]1[CH2:18][CH2:17][O:16][C:15]([CH2:27][CH2:28][N:29]2[CH2:34][CH2:33][C:32]([NH:41]C(=O)OC(C)(C)C)([C:35]3[CH:40]=[CH:39][CH:38]=[CH:37][CH:36]=3)[CH2:31][CH2:30]2)([C:19]2[CH:24]=[CH:23][C:22]([F:25])=[C:21]([F:26])[CH:20]=2)[CH2:14]1)(=[O:12])[C:6]1[CH:11]=[CH:10][CH:9]=[CH:8][CH:7]=1>CO>[ClH:4].[ClH:4].[NH2:41][C:32]1([C:35]2[CH:36]=[CH:37][CH:38]=[CH:39][CH:40]=2)[CH2:31][CH2:30][N:29]([CH2:28][CH2:27][C:15]2([C:19]3[CH:24]=[CH:23][C:22]([F:25])=[C:21]([F:26])[CH:20]=3)[O:16][CH2:17][CH2:18][N:13]([C:5]([C:6]3[CH:7]=[CH:8][CH:9]=[CH:10][CH:11]=3)=[O:12])[CH2:14]2)[CH2:34][CH2:33]1 |f:3.4.5|. Reported procedure: 250 ml of methanol are cooled to −10° C., 25 ml of acetyl chloride are added rapidly and the solution is allowed to return to room temperature. The compound of formula (V) obtained in Example 2 is then added and is left stirring overnight at room temperature. The solvent is concentrated under vacuum at room temperature, the residue is taken up in 100 ml of methanol and the solvent is concentrated again under vacuum. The residue is taken up in 100 ml of ethyl acetate and the solvent is concentrat... The reactants are ClCC1CNC(O1)=O (5-(chloromethyl)oxazolidin-2-one), CNC1=NC(=NC2=CC=C(C=C12)C=1C=C(C=CC1)O)C=1C=NC=CC1 (3-(4-(methylamino)-2-(pyridin-3-yl)quinazolin-6-yl)phenol), CCN(CC)P1(=NC(C)(C)C)N(CCCN1C)C (BEMP). Run in CO (methanol), CN1CCCC1=O (NMP). Conditions: temperature 90 celsius. Product: CNC1=NC(=NC2=CC=C(C=C12)C=1C=C(OCC2CNC(O2)=O)C=CC1)C=1C=NC=CC1 (5-[3-(4-Methylamino-2-pyridin-3-yl-quinazolin-6-yl)-phenoxymethyl]-oxazolidin-2-one). RXN SMILES: Cl[CH2:2][CH:3]1[O:7][C:6](=[O:8])[NH:5][CH2:4]1.[CH3:9][NH:10][C:11]1[C:20]2[C:15](=[CH:16][CH:17]=[C:18]([C:21]3[CH:22]=[C:23]([OH:27])[CH:24]=[CH:25][CH:26]=3)[CH:19]=2)[N:14]=[C:13]([C:28]2[CH:29]=[N:30][CH:31]=[CH:32][CH:33]=2)[N:12]=1.CCN(P1(N(C)CCCN1C)=NC(C)(C)C)CC>CN1C(=O)CCC1.CO>[CH3:9][NH:10][C:11]1[C:20]2[C:15](=[CH:16][CH:17]=[C:18]([C:21]3[CH:22]=[C:23]([CH:24]=[CH:25][CH:26]=3)[O:27][CH2:2][CH:3]3[O:7][C:6](=[O:8])[NH:5][CH2:4]3)[CH:19]=2)[N:14]=[C:13]([C:28]2[CH:29]=[N:30][CH:31]=[CH:32][CH:33]=2)[N:12]=1. Procedure: To 5-(chloromethyl)oxazolidin-2-one (45 μmol) was added the solution of 3-(4-(methylamino)-2-(pyridin-3-yl)quinazolin-6-yl)phenol (30 μmol) in NMP (200 μL). PS-BEMP (90 μmol) was added to the vials by resin dispenser. After the reaction mixture was heated at 90° C. for 12 h, the residue was diluted with methanol and purified by PREP-HPLC Condition D. The target fraction was lyophilized to afford the titled compound whose structure was finally confirmed by LCMS using LCMS Method E. Reactants: CC(CC)(CCCCCCCCCC)O (3-methyl-3-tridecanol), CC(C(CC)O)CCCCCCCCC (4-methyl-3-tridecanol). The product is CC(C)(CCCCCCCCCCC)O (2-methyl-2-tridecanol). As a reaction SMILES: [CH3:1][C:2]([OH:15])([CH2:5][CH2:6][CH2:7][CH2:8][CH2:9][CH2:10][CH2:11][CH2:12][CH2:13][CH3:14])[CH2:3]C.[CH3:16]C(CCCCCCCCC)C(O)CC>>[CH3:3][C:2]([OH:15])([CH2:5][CH2:6][CH2:7][CH2:8][CH2:9][CH2:10][CH2:11][CH2:12][CH2:13][CH2:14][CH3:16])[CH3:1]. Procedure details: 3-methyl-3-tridecanol; 4-methyl-3-tridecanol;